From a dataset of the Open Reaction Database (ORD), a public repository of structured organic reaction records. describe an organic reaction: reactants, conditions, products, and yield Reactants: C(#N)C=1C=C(C2=C(N=C(O2)C2=CC=C(C(=O)NCC3CC=C(CC3)C3=CC=C(C=C3)F)C=C2)C1)C(C)C (4-(5-Cyano-7-isopropyl-1,3-benzoxazol-2-yl)-N-{[4-(4-fluorophenyl)cyclohex-3-en-1-yl]methyl}benzamide). Isolated yield 46.5%. Run at time 6 hour. As a reaction SMILES: [C:1]([C:3]1[CH:4]=[C:5]([CH:35]([CH3:37])[CH3:36])[C:6]2[O:10][C:9]([C:11]3[CH:33]=[CH:32][C:14]([C:15]([NH:17][CH2:18][CH:19]4[CH2:24][CH2:23][C:22]([C:25]5[CH:30]=[CH:29][C:28]([F:31])=[CH:27][CH:26]=5)=[CH:21][CH2:20]4)=[O:16])=[CH:13][CH:12]=3)=[N:8][C:7]=2[CH:34]=1)#[N:2]>CO.O1CCCC1.[Pd]>[C:1]([C:3]1[CH:4]=[C:5]([CH:35]([CH3:37])[CH3:36])[C:6]2[O:10][C:9]([C:11]3[CH:12]=[CH:13][C:14]([C:15]([NH:17][CH2:18][C@H:19]4[CH2:24][CH2:23][C@H:22]([C:25]5[CH:26]=[CH:27][C:28]([F:31])=[CH:29][CH:30]=5)[CH2:21][CH2:20]4)=[O:16])=[CH:32][CH:33]=3)=[N:8][C:7]=2[CH:34]=1)#[N:2].[C:1]([C:3]1[CH:4]=[C:5]([CH:35]([CH3:37])[CH3:36])[C:6]2[O:10][C:9]([C:11]3[CH:12]=[CH:13][C:14]([C:15]([NH:17][CH2:18][C@H:19]4[CH2:24][CH2:23][C@@H:22]([C:25]5[CH:26]=[CH:27][C:28]([F:31])=[CH:29][CH:30]=5)[CH2:21][CH2:20]4)=[O:16])=[CH:32][CH:33]=3)=[N:8][C:7]=2[CH:34]=1)#[N:2]. The reagents and catalysts are [Pd] (palladium on carbon). Run in CO (methanol), O1CCCC1 (tetrahydrofuran). Product: desired products, C(#N)C=1C=C(C2=C(N=C(O2)C2=CC=C(C(=O)NC[C@@H]3CC[C@H](CC3)C3=CC=C(C=C3)F)C=C2)C1)C(C)C (trans-4-(5-cyano-7-isopropyl-1,3-benzoxazol-2-yl)-N-{[4-(4-fluorophenyl)cyclohexyl]methyl}benzamide), C(#N)C=1C=C(C2=C(N=C(O2)C2=CC=C(C(=O)NC[C@@H]3CC[C@@H](CC3)C3=CC=C(C=C3)F)C=C2)C1)C(C)C (cis-4-(5-cyano-7-isopropyl-1,3-benzoxazol-2-yl)-N-{[4-(4-fluorophenyl)cyclohexyl]methyl}benzamide). Procedure details: To a solution of 4-(5-cyano-7-isopropyl-1,3-benzoxazol-2-yl)-N-{[4-(4-fluorophenyl)cyclohex-3-en-1-yl]methyl}benzamide (30 mg, 0.061 mmol, EXAMPLE 41) in methanol (1 ml) and tetrahydrofuran (1 ml) was added 10% palladium on carbon (10 mg, 0.094 mmol). The mixture was flushed with nitrogen, then flushed with hydrogen and stirred for 6 h under a hydrogen balloon, at which point LC/MS analysis showed no starting material. The mixture was added directly to a 1000-micron plate and then eluted with 1:... The reactants are BrCC1=CC=CC=C1 ((bromomethyl)benzene), N1C(NCC1)=O (imidazolidin-2-one), [H-].[Na+] (sodium hydride), oil, O (water). Solvent: CN(C)C=O (DMF). Conditions: time 50 minute. Yields the product C(C1=CC=CC=C1)N1C(NCC1)=O (1-benzylimidazolidin-2-one). Isolated yield 15.6%. As a reaction SMILES: [NH:1]1[CH2:5][CH2:4][NH:3][C:2]1=[O:6].[H-].[Na+].Br[CH2:10][C:11]1[CH:16]=[CH:15][CH:14]=[CH:13][CH:12]=1.O>CN(C=O)C>[CH2:10]([N:1]1[CH2:5][CH2:4][NH:3][C:2]1=[O:6])[C:11]1[CH:16]=[CH:15][CH:14]=[CH:13][CH:12]=1 |f:1.2|. Reported procedure: Step 1 A solution of imidazolidin-2-one (500 mg, 5.81 mmol) in DMF (30 mL) was stirred on ice and treated with sodium hydride, 60% oil dispersion (264 mg, 6.60 mmol). The mixture was stirred at rt for 50 min, then was treated with (bromomethyl)benzene (0.691 mL, 5.81 mmol). After 2 h, the mixture was poured into water and extracted three times with EtOAc. The combined organic layers were dried and concentrated, and the residue was purified by column chromatography (eluting with EtOAc) to provide... Starting materials: ClC=1C=C(C=CC1)C1=NC=2C(=NC=CC2)N1CC(=O)O (2-(3-chlorophenyl)-3H-imidazo[4,5-b]pyridine-3-acetic acid), C(=O)(N1C=NC=C1)N1C=NC=C1 (1,1'-carbonyldiimidazole), NCCC1N(CCC1)CC (2-(aminoethyl)-1-ethyl pyrrolidine). Solvent: O1CCCC1 (tetrahydrofuran), O1CCCC1 (tetrahydrofuran). Yields the product Cl.ClC=1C=C(C=CC1)C1=NC=2C(=NC=CC2)N1CC(=O)NCC1N(CCC1)CC (2-(3-Chlorophenyl)-N-(1-ethyl-2-pyrrolidinylmethyl)-3H-imidazo[4,5-b]pyridine-3-acetamide hydrochloride). The yield is 31.8%. As a reaction SMILES: [Cl:1][C:2]1[CH:3]=[C:4]([C:8]2[N:16]([CH2:17][C:18]([OH:20])=O)[C:11]3=[N:12][CH:13]=[CH:14][CH:15]=[C:10]3[N:9]=2)[CH:5]=[CH:6][CH:7]=1.C(N1C=CN=C1)([N:23]1C=CN=C1)=O.NC[CH2:35][CH:36]1[CH2:40][CH2:39][CH2:38][N:37]1[CH2:41][CH3:42]>O1CCCC1>[ClH:1].[Cl:1][C:2]1[CH:3]=[C:4]([C:8]2[N:16]([CH2:17][C:18]([NH:23][CH2:35][CH:36]3[CH2:40][CH2:39][CH2:38][N:37]3[CH2:41][CH3:42])=[O:20])[C:11]3=[N:12][CH:13]=[CH:14][CH:15]=[C:10]3[N:9]=2)[CH:5]=[CH:6][CH:7]=1 |f:4.5|. Procedure details: A solution of 2-(3-chlorophenyl)-3H-imidazo[4,5-b]pyridine-3-acetic acid (5.76 g, 0.020 mole), 1,1'-carbonyldiimidazole (3.24 g, 0.020 mole), and anhydrous tetrahydrofuran (250 ml) was stirred at room temperature with a stream of nitrogen bubbling through for 2 hrs. The nitrogen flow was stopped and a solution of 2-(aminoethyl)-1-ethyl pyrrolidine (2.56 g, 0.02 mole) in dry tetrahydrofuran (50 ml) was added. The solution was stoppered and stirred at room temperature over the weekend. The reactio... Starting materials: FC(C=1C=C(C=C(C1)C(F)(F)F)[C@@H]1[C@@H](N(C(O1)=O)CC1=C(C=CC(=C1)C(F)(F)F)C=1C=C(C=CC1Cl)C1=C(C=C(C=C1)C(=O)OC)C)C)(F)F (methyl 2″-({(4S,5R)-5-[3,5-bis(trifluoromethyl)phenyl]-4-methyl-2-oxo-1,3-oxazolidin-3-yl}methyl)-4′-chloro-2-methyl-4″-(trifluoromethyl)-1,1′:3′,1″-terphenyl-4-carboxylate), [OH-].[K+] (potassium hydroxide). Solvent: C(C)O (ethanol). Yields the product FC(C=1C=C(C=C(C1)C(F)(F)F)[C@@H]1[C@@H](N(C(O1)=O)CC1=C(C=CC(=C1)C(F)(F)F)C=1C=C(C=CC1Cl)C1=C(C=C(C=C1)C(=O)O)C)C)(F)F (2″-({(4S,5R)-5-[3,5-bis(trifluoromethyl)phenyl]-4-methyl-2-oxo-1,3-oxazolidin-3-yl}methyl)-4′-chloro-2-methyl-4″-(trifluoromethyl)-1,1′:3′,1″-terphenyl-4-carboxylic acid). Reaction SMILES: [F:1][C:2]([F:50])([F:49])[C:3]1[CH:4]=[C:5]([C@H:13]2[O:17][C:16](=[O:18])[N:15]([CH2:19][C:20]3[CH:25]=[C:24]([C:26]([F:29])([F:28])[F:27])[CH:23]=[CH:22][C:21]=3[C:30]3[CH:31]=[C:32]([C:37]4[CH:42]=[CH:41][C:40]([C:43]([O:45]C)=[O:44])=[CH:39][C:38]=4[CH3:47])[CH:33]=[CH:34][C:35]=3[Cl:36])[C@H:14]2[CH3:48])[CH:6]=[C:7]([C:9]([F:12])([F:11])[F:10])[CH:8]=1.[OH-].[K+]>C(O)C>[F:50][C:2]([F:1])([F:49])[C:3]1[CH:4]=[C:5]([C@H:13]2[O:17][C:16](=[O:18])[N:15]([CH2:19][C:20]3[CH:25]=[C:24]([C:26]([F:28])([F:29])[F:27])[CH:23]=[CH:22][C:21]=3[C:30]3[CH:31]=[C:32]([C:37]4[CH:42]=[CH:41][C:40]([C:43]([OH:45])=[O:44])=[CH:39][C:38]=4[CH3:47])[CH:33]=[CH:34][C:35]=3[Cl:36])[C@H:14]2[CH3:48])[CH:6]=[C:7]([C:9]([F:12])([F:11])[F:10])[CH:8]=1 |f:1.2|. Procedure: methyl 2″-({(4S,5R)-5-[3,5-bis(trifluoromethyl)phenyl]-4-methyl-2-oxo-1,3-oxazolidin-3-yl}methyl)-4′-chloro-2-methyl-4″-(trifluoromethyl)-1,1′:3′,1″-terphenyl-4-carboxylate (25 mg, 0.034 mmol), aqueous potassium hydroxide (300 μL, 3M, 0.90 mmol) and ethanol (2 mL) were stirred at 20° C. overnight. Volatiles were removed under reduced pressure. The resulting residue was treated with brine followed by extraction with ethyl acetate. The combined extracts were dried over Na2SO4 followed by filtratio... Reactants: CCC([O-])([O-])[O-], CCOC([O-])[O-], Cc1ccc(S(=O)(=O)O)cc1, c1ccccc1. The product is CCC([O-])([O-])[O-], [O-]C([O-])[O-]. RXN SMILES: [CH2:1]([CH3:2])[C:3]([O-:4])([O-:5])[O-:6].[CH:7]([O:8][CH2:9][CH3:10])([O-:11])[O-:12].[c:13]1([CH3:14])[cH:15][cH:16][c:17]([S:18]([OH:19])(=[O:20])=[O:21])[cH:22][cH:23]1.[cH:24]1[cH:25][cH:26][cH:27][cH:28][cH:29]1>>[CH2:1]([CH3:2])[C:3]([O-:4])([O-:5])[O-:6].[CH:7]([O-:8])([O-:11])[O-:12]. Reactants: C1(=CC=CC=C1)C(CCN1CCC(CC1)=O)(C1=NC=CC=C1)C1=CC=CC=C1 (1-[3,3-diphenyl-3-(2-pyridyl)propyl]-4-oxopiperidine), solution, C(C1=CC=CC=C1)[Mg]Br (benzylmagnesium bromide). Solvent: C(C)OCC (ethyl ether), C(C)OCC (ethyl ether). Yields the product C1(=CC=CC=C1)C(CCN1CCC(CC1)(O)CC1=CC=CC=C1)(C1=NC=CC=C1)C1=CC=CC=C1 (1-[3,3-diphenyl-3-(2-pyridyl)propyl]-4-benzyl-4-hydroxypiperidine). As a reaction SMILES: [C:1]1([C:7]([C:23]2[CH:28]=[CH:27][CH:26]=[CH:25][CH:24]=2)([C:17]2[CH:22]=[CH:21][CH:20]=[CH:19][N:18]=2)[CH2:8][CH2:9][N:10]2[CH2:15][CH2:14][C:13](=[O:16])[CH2:12][CH2:11]2)[CH:6]=[CH:5][CH:4]=[CH:3][CH:2]=1.[CH2:29]([Mg]Br)[C:30]1[CH:35]=[CH:34][CH:33]=[CH:32][CH:31]=1>C(OCC)C>[C:23]1([C:7]([C:1]2[CH:2]=[CH:3][CH:4]=[CH:5][CH:6]=2)([C:17]2[CH:22]=[CH:21][CH:20]=[CH:19][N:18]=2)[CH2:8][CH2:9][N:10]2[CH2:15][CH2:14][C:13]([CH2:29][C:30]3[CH:35]=[CH:34][CH:33]=[CH:32][CH:31]=3)([OH:16])[CH2:12][CH2:11]2)[CH:28]=[CH:27][CH:26]=[CH:25][CH:24]=1. Reported procedure: A solution of 1 part of this ketal in 5 parts of glacial acetic acid is added 0.1 part of sulfuric acid and the mixture is heated on a steam bath for 1 hour. The reaction mixture is poured into 50 parts of cold water to provide 1-[3,3-diphenyl-3-(2-pyridyl)propyl]-4-oxopiperidine. 3 Parts of this ketone in 20 parts by volume of ethyl ether and 5 parts by volume of 3 molar solution of benzylmagnesium bromide in ethyl ether are reacted under reflux for 4 hours. The mixture is cooled, quenched with... Reactants: [Na] (sodium), ClC1=C(C=C(C=C1)O)OCC#C (4-chloro-3-propargyloxyphenol), ClC1=C(C=C(C=C1)O)OCC#C (4-chloro-3-propargyloxyphenol), C[O-].[Na+] (sodium methylate), ClC(=O)OC(Cl)(Cl)Cl (trichloromethyl chloroformate). Run in CO (methanol), C(Cl)(Cl)Cl (chloroform), O (water). Product: ClC(=O)OC1=CC(=C(C=C1)Cl)OCC#C (4-chloro-3-propargyloxyphenyl chloroformate). Reaction SMILES: [Na].[Cl:2][C:3]1[CH:8]=[CH:7][C:6]([OH:9])=[CH:5][C:4]=1[O:10][CH2:11][C:12]#[CH:13].C[O-].[Na+].[Cl:17][C:18](OC(Cl)(Cl)Cl)=[O:19]>O.C(Cl)(Cl)Cl.CO>[Cl:17][C:18]([O:9][C:6]1[CH:7]=[CH:8][C:3]([Cl:2])=[C:4]([O:10][CH2:11][C:12]#[CH:13])[CH:5]=1)=[O:19] |f:2.3,^1:0|. Procedure details: The sodium salt of 4-chloro-3-propargyloxyphenol as prepared from 14 g of 4-chloro-3-propargyloxyphenol and 28% methanol solution of sodium methylate was dissolved in 300 ml of distilled water and the solution was added dropwise to a solution of 5 ml of trichloromethyl chloroformate in 100 ml of chloroform at a temperature of 10° C. or below. The resulting reaction mixture was allowed to stand for phase separation. The chloroform layer was separated and dried over anhydrous magnesium sulfate, an... The reactants are N-oxide, N1=C(C=C(C=C1C)C)C (collidine), CO (methanol). Product: CC1=[N+](C(=CC(=C1)C)C)[O-] (2,4,6-trimethyl-pyridine 1-oxide). RXN SMILES: [N:1]1[C:6]([CH3:7])=[CH:5][C:4]([CH3:8])=[CH:3][C:2]=1[CH3:9].C[OH:11]>>[CH3:9][C:2]1[CH:3]=[C:4]([CH3:8])[CH:5]=[C:6]([CH3:7])[N+:1]=1[O-:11]. Procedure details: In a 500 mL round bottom flask equipped with a magnetic stirrer and thermometer were added 36.7 g (164 mmol) of 77% 3-chloroperbenzoic acid (Aldrich) and 200 mL of methylene chloride. This slurry was cooled to 5° C. and a solution of 16.6 g (137 mmol) of collidine (Aldrich) in 50 mL of methylene chloride was added over 30 min while maintaining the temperature at 5-10° C. The mixture was then allowed to warm to room temperature over 1 hr and then stirred overnight. The crude reaction mixture was ... The reactants are C(C)OC(CCCOC1=C(C=CC=C1)\C=C\I)=O (4-[2-[(E)-2-iodovinyl]-phenoxy]butyric acid ethyl ester), [H-].[Al+3].[Li+].[H-].[H-].[H-] (lithium aluminum hydride), C(C)OCC (diethyl ether), ice water. Solvent: O1CCCC1 (tetrahydrofuran). Product: I/C=C/C1=C(OCCCCO)C=CC=C1 (4-[2-[(E)-2-iodovinyl]-phenoxy]-butan-1-ol). Isolated yield 54.3%. Reaction SMILES: C([O:3][C:4](=O)[CH2:5][CH2:6][CH2:7][O:8][C:9]1[CH:14]=[CH:13][CH:12]=[CH:11][C:10]=1/[CH:15]=[CH:16]/[I:17])C.[H-].[Al+3].[Li+].[H-].[H-].[H-].C(OCC)C>O1CCCC1>[I:17]/[CH:16]=[CH:15]/[C:10]1[CH:11]=[CH:12][CH:13]=[CH:14][C:9]=1[O:8][CH2:7][CH2:6][CH2:5][CH2:4][OH:3] |f:1.2.3.4.5.6|. Procedure: A solution of 250 mg of 4-[2-[(E)-2-iodovinyl]-phenoxy]butyric acid ethyl ester in 5 ml of tetrahydrofuran is instilled into a suspension of 80 mg of lithium aluminum hydride at 0° C. with stirring and under argon atmosphere. Then, it is stirred for an hour with ice cooling, the mixture is decomposed under argon atmosphere with ice water, shaken out with diethyl ether, dried (Na2SO4) and concentrated by evaporation. 120 mg of 4-[2-[(E)-2-iodovinyl]-phenoxy]-butan-1-ol is obtained as a yellow oil...